Dataset: the Open Reaction Database (ORD), a public repository of structured organic reaction records. Task: describe an organic reaction: reactants, conditions, products, and yield Reactants: C1CCOC1, CC(=O)OC(C)=O, [H][H], O, COC(=O)c1ccc([N+](=O)[O-])c(O)c1. Product: COC(=O)c1ccc(NC(C)=O)c(O)c1. Reaction SMILES: [CH2:25]1[O:26][CH2:27][CH2:28][CH2:29]1.[CH3:18][C:19](=[O:20])[O:21][C:22](=[O:23])[CH3:24].[H:15][H:16].[OH2:17].[OH:1][c:2]1[cH:3][c:4]([C:5](=[O:6])[O:7][CH3:8])[cH:9][cH:10][c:11]1[N+:12]([O-:13])=[O:14]>>[OH:1][c:2]1[cH:3][c:4]([C:5](=[O:6])[O:7][CH3:8])[cH:9][cH:10][c:11]1[NH:12][C:19]([CH3:18])=[O:20].